This data is from the Open Reaction Database (ORD), a public repository of structured organic reaction records. The task is: describe an organic reaction: reactants, conditions, products, and yield Reactants: ClC1=NC(=NC(=N1)N1CCOCC1)N1C(=NC2=C1C=CC=C2)C(F)F (1-[4-chloro-6-(4-morpholinyl)-1,3,5-triazin-2-yl]-2-(difluoromethyl)-1H-benzimidazole), CNCC1=CC=CC=C1 (N-methylbenzylamine). Solvent: O1CCOCC1 (dioxane), O (water). The product is C(C1=CC=CC=C1)N(C1=NC(=NC(=N1)N1C(=NC2=C1C=CC=C2)C(F)F)N2CCOCC2)C (N-benzyl-4-[2-(difluoromethyl)-1H-benzimidazol-1-yl]-N-methyl-6-(4-morpholinyl)-1,3,5-triazin-2-amine). RXN SMILES: Cl[C:2]1[N:7]=[C:6]([N:8]2[CH2:13][CH2:12][O:11][CH2:10][CH2:9]2)[N:5]=[C:4]([N:14]2[C:18]3[CH:19]=[CH:20][CH:21]=[CH:22][C:17]=3[N:16]=[C:15]2[CH:23]([F:25])[F:24])[N:3]=1.[CH3:26][NH:27][CH2:28][C:29]1[CH:34]=[CH:33][CH:32]=[CH:31][CH:30]=1>O1CCOCC1.O>[CH2:28]([N:27]([CH3:26])[C:2]1[N:3]=[C:4]([N:14]2[C:18]3[CH:19]=[CH:20][CH:21]=[CH:22][C:17]=3[N:16]=[C:15]2[CH:23]([F:25])[F:24])[N:5]=[C:6]([N:8]2[CH2:9][CH2:10][O:11][CH2:12][CH2:13]2)[N:7]=1)[C:29]1[CH:34]=[CH:33][CH:32]=[CH:31][CH:30]=1. Procedure: A mixture of 1-[4-chloro-6-(4-morpholinyl)-1,3,5-triazin-2-yl]-2-(difluoromethyl)-1H-benzimidazole (92 mg, 0.25 mmol) and N-methylbenzylamine (76 mg, 0.625 mmol) in dioxane (5 mL) was heated to reflux for 5 min and cooled. The mixture was diluted with water to give a white precipitate, which was recrystallised from EtOH to give N-benzyl-4-[2-(difluoromethyl)-1H-benzimidazol-1-yl]-N-methyl-6-(4-morpholinyl)-1,3,5-triazin-2-amine: mp 147-150° C.; 1H NMR (CDCl3) (rotamers) δ 8.45 and 8.22 (2d, J=7.... Starting materials: C=Cc1ccccc1, CCO, CO, C=Cc1ccc(Cl)cc1, Cl[Pd]Cl. Yields the product CCOC(=O)C=Cc1ccc(Cl)cc1. As a reaction SMILES: [CH2:13]=[CH:14][c:15]1[cH:16][cH:17][cH:18][cH:19][cH:20]1.[CH3:10][CH2:11][OH:12].[CH3:21][OH:22].[Cl:1][c:2]1[cH:3][cH:4][c:5]([CH:6]=[CH2:7])[cH:8][cH:9]1.[Pd:23]([Cl:24])[Cl:25]>>[Cl:1][c:2]1[cH:3][cH:4][c:5]([CH:6]=[CH:7][C:21]([O:12][CH2:11][CH3:10])=[O:22])[cH:8][cH:9]1. The product is C(C)(C)C1=NN2C(C=CC=C2)=C1C=1C=NC=CC1 (2-Isopropyl-3-pyridin-3-yl-pyrazolo[1,5-a]pyridine). Procedure: 2-Isopropyl-3-pyridin-3-yl-pyrazolo[1,5-a]pyridine was prepared from 3-iodo-2-isopropyl-pyrazolo[1,5-a]pyridine and 3-pyridineboronic acid following the method used in Step 3 of the synthesis of 3-(2-Isopropyl-pyrazolo[1,5-a]pyridin-3-yl)-phenylamine (Example 59) (240 mg, 32%). 1H-NMR (250 MHz, DMSO-d6) δ 8.69 (d, J=7.3 Hz, 1H), 8.67 (s, 1H), 8.55 (d, J=4.0 Hz 1H), 7.85 (d, J=7.8 Hz, 2H); 7.56-7.47 (m, 1H), 7.20 (t, J=8.8 Hz, 1H), 6.89 (t, J=6.8 Hz, 1H), 3.24 (sept, J=7.0 Hz, 1H), 1.28 (d, J=6.8... As a reaction SMILES: I[C:2]1[C:3]([CH:11]([CH3:13])[CH3:12])=[N:4][N:5]2[CH:10]=[CH:9][CH:8]=[CH:7][C:6]=12.[N:14]1[CH:19]=[CH:18][CH:17]=[C:16](B(O)O)[CH:15]=1.C(C1C(C2C=C(N)C=CC=2)=C2C=CC=CN2N=1)(C)C>>[CH:11]([C:3]1[C:2]([C:16]2[CH:15]=[N:14][CH:19]=[CH:18][CH:17]=2)=[C:6]2[CH:7]=[CH:8][CH:9]=[CH:10][N:5]2[N:4]=1)([CH3:13])[CH3:12]. Starting materials: Compound 1111, IC=1C(=NN2C1C=CC=C2)C(C)C (3-iodo-2-isopropyl-pyrazolo[1,5-a]pyridine), N1=CC(=CC=C1)B(O)O (3-pyridineboronic acid), C(C)(C)C1=NN2C(C=CC=C2)=C1C=1C=C(C=CC1)N (3-(2-Isopropyl-pyrazolo[1,5-a]pyridin-3-yl)-phenylamine). Starting materials: OCCCCCCNCC(O)C1=CC=CC=C1 (2-(6-hydroxy-1-hexylamino)-1-phenylethanol), C1(=CC=CC=C1)C(CC(=O)O)C1=CC=CC=C1 (3,3-diphenylpropionic acid), C(C)(=O)OCC.CO (ethyl acetate methanol). Product: OC(CNCCCCCCOC(CC(C1=CC=CC=C1)C1=CC=CC=C1)=O)C1=CC=CC=C1.C(C(=O)[O-])(=O)[O-] ([6-(2-Hydroxy-2-phenylethylamino)-1-hexyl](3,3-diphenyl)propionate oxalate). Reaction SMILES: [OH:1][CH2:2][CH2:3][CH2:4][CH2:5][CH2:6][CH2:7][NH:8][CH2:9][CH:10]([C:12]1[CH:17]=[CH:16][CH:15]=[CH:14][CH:13]=1)[OH:11].[C:18]1([CH:24]([C:29]2[CH:34]=[CH:33][CH:32]=[CH:31][CH:30]=2)[CH2:25][C:26](O)=[O:27])[CH:23]=[CH:22][CH:21]=[CH:20][CH:19]=1.[C:35]([O:38]CC)(=[O:37])C.[CH3:41][OH:42]>>[OH:11][CH:10]([C:12]1[CH:17]=[CH:16][CH:15]=[CH:14][CH:13]=1)[CH2:9][NH:8][CH2:7][CH2:6][CH2:5][CH2:4][CH2:3][CH2:2][O:1][C:26](=[O:27])[CH2:25][CH:24]([C:18]1[CH:23]=[CH:22][CH:21]=[CH:20][CH:19]=1)[C:29]1[CH:34]=[CH:33][CH:32]=[CH:31][CH:30]=1.[C:35]([O-:38])(=[O:37])[C:41]([O-:1])=[O:42] |f:2.3,4.5|. Procedure: According to method II from 2-(6-hydroxy-1-hexylamino)-1-phenylethanol and 3,3-diphenylpropionic acid. Working up by means of chromatography (ethyl acetate/methanol 1:1). Recrystallized as the oxalate from acetone. Melting point: 136°-139° C. Reactants: C(C)(=O)C(=CC1=C(C=C(C#N)C=C1)CC)C(C)=O (4-(2-acetyl-3-oxobut-1-en-1-yl)-3-ethylbenzonitrile), NC1=CC(NC=C1)=O (4-aminopyridin-2(1H)-one). Solvent: C(C)(C)O (isopropanol). Reaction conditions: time 4 day. The product is C(C)(=O)C1=C(NC=2C=CNC(C2C1C1=C(C=C(C#N)C=C1)CC)=O)C (4-(3-Acetyl-2-methyl-5-oxo-1,4,5,6-tetrahydro-1,6-naphthyridin-4-yl)-3-ethylbenzonitrile). RXN SMILES: [C:1]([C:4]([C:16](=[O:18])[CH3:17])=[CH:5][C:6]1[CH:13]=[CH:12][C:9]([C:10]#[N:11])=[CH:8][C:7]=1[CH2:14][CH3:15])(=O)[CH3:2].[NH2:19][C:20]1[CH:25]=[CH:24][NH:23][C:22](=[O:26])[CH:21]=1>C(O)(C)C>[C:16]([C:4]1[CH:5]([C:6]2[CH:13]=[CH:12][C:9]([C:10]#[N:11])=[CH:8][C:7]=2[CH2:14][CH3:15])[C:21]2[C:22](=[O:26])[NH:23][CH:24]=[CH:25][C:20]=2[NH:19][C:1]=1[CH3:2])(=[O:18])[CH3:17]. Procedure: 1 g (4.14 mmol) of 4-(2-acetyl-3-oxobut-1-en-1-yl)-3-ethylbenzonitrile and 0.45 g (4.14 mmol) of 4-aminopyridin-2(1H)-one [Scats, T., McLaughlin, L. W., Tetrahedron 55, 11985-11996 (1999)] are dissolved in 20 ml of isopropanol and stirred at the reflux temperature under argon for 4 days. The mixture is then concentrated and the residue is purified by column chromatography on silica gel (mobile phase: dichloromethane/methanol 10:1). 277 mg (20% of theory) of the title compound are obtained as a p... Starting materials: Cl, Nc1ccc(C(F)(F)F)nc1, O=N[O-], [Na+], [Na+], [OH-], O, O, O, Cl[Sn]Cl. The product is NNc1ccc(C(F)(F)F)nc1. Reaction SMILES: [ClH:23].[F:1][C:2]([c:3]1[cH:4][cH:5][c:6]([NH2:9])[cH:7][n:8]1)([F:10])[F:11].[N:12]([O-:13])=[O:14].[Na+:15].[Na+:22].[OH-:21].[OH2:16].[OH2:17].[OH2:24].[Sn:18]([Cl:19])[Cl:20]>>[F:1][C:2]([c:3]1[cH:4][cH:5][c:6]([NH:9][NH2:12])[cH:7][n:8]1)([F:10])[F:11].